From a dataset of the Open Reaction Database (ORD), a public repository of structured organic reaction records. describe an organic reaction: reactants, conditions, products, and yield The reactants are Cc1ccccc1, Cc1ccnc(Cl)c1C(=O)O, N, O=S(Cl)Cl. Yields the product Cc1ccnc(Cl)c1C(N)=O. RXN SMILES: [CH3:17][c:18]1[cH:19][cH:20][cH:21][cH:22][cH:23]1.[Cl:1][c:2]1[n:3][cH:4][cH:5][c:6]([CH3:11])[c:7]1[C:8](=[O:9])[OH:10].[NH3:16].[S:12]([Cl:13])([Cl:14])=[O:15]>>[Cl:1][c:2]1[n:3][cH:4][cH:5][c:6]([CH3:11])[c:7]1[C:8](=[O:9])[NH2:16]. Reaction SMILES: C(OC([N:8]1[CH:13]([CH3:14])[CH2:12][N:11]([CH2:15][C:16]2[CH:21]=[CH:20][CH:19]=[C:18]([C:22]3[CH:27]=[CH:26][N:25]=[C:24](Cl)[N:23]=3)[CH:17]=2)[CH2:10][CH:9]1[CH3:29])=O)(C)(C)C.[NH2:30][CH2:31][CH2:32][C:33]1[CH:38]=[CH:37][C:36]([OH:39])=[C:35]([Cl:40])[CH:34]=1>>[Cl:40][C:35]1[CH:34]=[C:33]([CH2:32][CH2:31][NH:30][C:24]2[N:23]=[C:22]([C:18]3[CH:19]=[CH:20][CH:21]=[C:16]([CH2:15][N:11]4[CH2:10][CH:9]([CH3:29])[NH:8][CH:13]([CH3:14])[CH2:12]4)[CH:17]=3)[CH:27]=[CH:26][N:25]=2)[CH:38]=[CH:37][C:36]=1[OH:39]. Yields the product ClC1=C(C=CC(=C1)CCNC1=NC=CC(=N1)C1=CC(=CC=C1)CN1CC(NC(C1)C)C)O (2-Chloro-4-(2-{4-[3-(3,5-dimethyl-piperazin-1-ylmethyl)-phenyl]-pyrimidin-2-ylamino}-ethyl)-phenol). Starting materials: C(C)(C)(C)OC(=O)N1C(CN(CC1C)CC1=CC(=CC=C1)C1=NC(=NC=C1)Cl)C (4-[3-(2-Chloro-pyrimidin-4-yl)-benzyl]-2,6-dimethyl-piperazine-1-carboxylic acid tert-butyl ester), NCCC1=CC(=C(C=C1)O)Cl (4-(2-amino-ethyl)-2-chloro-phenol), 452. Reported procedure: Intermediate 142 was coupled with 4-(2-amino-ethyl)-2-chloro-phenol following procedure F. The resulting product was deprotected following procedure G2. LC-MS showed the product had the expected M+H+ of 452. 1H NMR (Varian 300 MHz, CD3OD, shifts relative to the solvent peak at 3.3 ppm) δ 8.63 (s, 1H) 8.35 (d, 2H)) 7.93 (d, 1H) 7.74 (d, 1H) 7.62 (d, 1H) 7.17 (s, 1H) 7.07 (d, 1H) 6.74 (d, 1H) 4.60 (s, 2H) 3.60-3.70 (m, 6H) 3.35 (t, 2H) 2.92 (t, 2H) 1.44 (d, 6H).